From a dataset of the Open Reaction Database (ORD), a public repository of structured organic reaction records. describe an organic reaction: reactants, conditions, products, and yield The reactants are CC(Br)C(=O)OCCSCc1ccc(Cl)cc1, O=C([O-])[O-], CC#N, Oc1ccc(Oc2ccc(C(F)(F)F)cc2)cc1, [K+], [K+]. The product is CC(Oc1ccc(Oc2ccc(C(F)(F)F)cc2)cc1)C(=O)OCCSCc1ccc(Cl)cc1. As a reaction SMILES: [Br:25][CH:26]([C:27](=[O:28])[O:29][CH2:30][CH2:31][S:32][CH2:33][c:34]1[cH:35][cH:36][c:37]([Cl:40])[cH:38][cH:39]1)[CH3:41].[C:19](=[O:20])([O-:21])[O-:22].[CH3:42][C:43]#[N:44].[F:1][C:2]([c:3]1[cH:4][cH:5][c:6]([O:7][c:8]2[cH:9][cH:10][c:11]([OH:14])[cH:12][cH:13]2)[cH:15][cH:16]1)([F:17])[F:18].[K+:23].[K+:24]>>[F:1][C:2]([c:3]1[cH:4][cH:5][c:6]([O:7][c:8]2[cH:9][cH:10][c:11]([O:14][CH:26]([C:27](=[O:28])[O:29][CH2:30][CH2:31][S:32][CH2:33][c:34]3[cH:35][cH:36][c:37]([Cl:40])[cH:38][cH:39]3)[CH3:41])[cH:12][cH:13]2)[cH:15][cH:16]1)([F:17])[F:18].